This data is from the Open Reaction Database (ORD), a public repository of structured organic reaction records. The task is: describe an organic reaction: reactants, conditions, products, and yield Reactants: CS(=O)(=O)O, [Cl-], ClCCl, CCCCN(Cc1ccc(-c2ccccc2C#N)cc1)C(=O)C(N)C(C)C. The product is CCCCN(Cc1ccc(-c2ccccc2C#N)cc1)C(=O)C(NS(C)(=O)=O)C(C)C. RXN SMILES: [CH3:2][S:3](=[O:4])(=[O:5])[OH:6].[Cl-:1].[Cl:34][CH2:35][Cl:36].[NH2:7][CH:8]([C:9](=[O:10])[N:11]([CH2:12][c:13]1[cH:14][cH:15][c:16](-[c:19]2[c:20]([C:25]#[N:26])[cH:21][cH:22][cH:23][cH:24]2)[cH:17][cH:18]1)[CH2:27][CH2:28][CH2:29][CH3:30])[CH:31]([CH3:32])[CH3:33]>>[CH3:2][S:3](=[O:4])(=[O:6])[NH:7][CH:8]([C:9](=[O:10])[N:11]([CH2:12][c:13]1[cH:14][cH:15][c:16](-[c:19]2[c:20]([C:25]#[N:26])[cH:21][cH:22][cH:23][cH:24]2)[cH:17][cH:18]1)[CH2:27][CH2:28][CH2:29][CH3:30])[CH:31]([CH3:32])[CH3:33]. The reactants are CN1C(=CC=C1)[N+](=O)[O-] (1-Methyl-2-nitropyrrole), [H][H] (hydrogen), C(C)(=O)OC(C)=O (acetic anhydride). Reagents/catalysts: [Pt]=O (platinum oxide). Solvent: C(C)N(CC)CC (triethylamine). Yields the product CN1C(=CC=C1)NC(C)=O (N-(1-Methylpyrrol-2-yl)acetamide). RXN SMILES: [CH3:1][N:2]1[CH:6]=[CH:5][CH:4]=[C:3]1[N+:7]([O-])=O.[H][H].[C:12](OC(=O)C)(=[O:14])[CH3:13]>C(N(CC)CC)C.[Pt]=O>[CH3:1][N:2]1[CH:6]=[CH:5][CH:4]=[C:3]1[NH:7][C:12](=[O:14])[CH3:13]. Procedure: 1-Methyl-2-nitropyrrole (15.0 g, 0.1189 mol) in acetic anhydride (60 ml) and triethylamine (150 ml) was hydrogenated over platinum oxide (1.50 g) at room temperature and pressure. The reaction was halted when 3.3 equivalents of hydrogen had been taken up. The catalyst was filtered off and the filtrate evaporated in vacuo to leave a dark oil (18.1 g). This was chromatographed on a silica column using 10% ethyl acetate/ether as solvent to give a clear oil (8.7 g) which discoloured rapidly on expos... Starting materials: CC1=C(C=C2C=CNC2=C1)OC=1C=NC=NC1 (6-Methyl-5-(pyrimidin-5-yloxy)-1H-indole), FC1=C(C=CC=C1)\C=C\[N+](=O)[O-] ((E)-1-fluoro-2-(2-nitrovinyl)benzene). The solvent is C(Cl)Cl (CH2Cl2). Reaction conditions: temperature 130 celsius. Product: FC1=C(C=CC=C1)C(C[N+](=O)[O-])C1=CNC2=CC(=C(C=C12)OC=1C=NC=NC1)C (3-(1-(2-Fluorophenyl)-2-nitroethyl)-6-methyl-5-(pyrimidin-5-yloxy)-1H-indole). Isolated yield 52.9%. Reaction SMILES: [CH3:1][C:2]1[CH:10]=[C:9]2[C:5]([CH:6]=[CH:7][NH:8]2)=[CH:4][C:3]=1[O:11][C:12]1[CH:13]=[N:14][CH:15]=[N:16][CH:17]=1.[F:18][C:19]1[CH:24]=[CH:23][CH:22]=[CH:21][C:20]=1/[CH:25]=[CH:26]/[N+:27]([O-:29])=[O:28]>C(Cl)Cl>[F:18][C:19]1[CH:24]=[CH:23][CH:22]=[CH:21][C:20]=1[CH:25]([C:6]1[C:5]2[C:9](=[CH:10][C:2]([CH3:1])=[C:3]([O:11][C:12]3[CH:13]=[N:14][CH:15]=[N:16][CH:17]=3)[CH:4]=2)[NH:8][CH:7]=1)[CH2:26][N+:27]([O-:29])=[O:28]. Procedure: 6-Methyl-5-(pyrimidin-5-yloxy)-1H-indole (0.1783 g, 0.792 mmol) and (E)-1-fluoro-2-(2-nitrovinyl)benzene (0.159 g, 0.950 mmol) were dissolved in CH2Cl2, and the solution was concentrated in vacuo. The residue was heated at 130° C. for 4 hr, and the crude product was purified by flash chromatography using an ISCO 40 g column eluting with 0-5% MeOH/CH2Cl2. Appropriate fractions were collected and concentrated in vacuo to give the desired product (0.1644 g, 0.419 mmol, 52.9% yield) as a tan foam.